Dataset: the Open Reaction Database (ORD), a public repository of structured organic reaction records. Task: describe an organic reaction: reactants, conditions, products, and yield Reactants: C(#N)C=1C=C2C=CC(=CC2=CC1)C=CC=1C=C2CCN(CC2=CC1)C(=O)OC(C)(C)C (tert-butyl 6-(2-(6-cyano-2-naphthyl)ethenyl)-3,4-dihydro-2(1H)-isoquinolinecarboxylate), C(=O)(C(F)(F)F)O (TFA). Run in ClCCl (dichloromethane). Product: C1NCCC2=CC(=CC=C12)C=CC=1C=C2C=CC(=CC2=CC1)C#N (6-(2-(1,2,3,4-tetrahydro-6-isoquinolinyl)ethenyl)-2-naphthonitrile). As a reaction SMILES: [C:1]([C:3]1[CH:4]=[C:5]2[C:10](=[CH:11][CH:12]=1)[CH:9]=[C:8]([CH:13]=[CH:14][C:15]1[CH:16]=[C:17]3[C:22](=[CH:23][CH:24]=1)[CH2:21][N:20](C(OC(C)(C)C)=O)[CH2:19][CH2:18]3)[CH:7]=[CH:6]2)#[N:2].C(O)(C(F)(F)F)=O>ClCCl>[CH2:21]1[C:22]2[C:17](=[CH:16][C:15]([CH:14]=[CH:13][C:8]3[CH:9]=[C:10]4[C:5](=[CH:6][CH:7]=3)[CH:4]=[C:3]([C:1]#[N:2])[CH:12]=[CH:11]4)=[CH:24][CH:23]=2)[CH2:18][CH2:19][NH:20]1. Procedure: A solution of Example 42I (2.28 g, 0.55 mmol) in 1:1 dichloromethane:TFA (10 mL) at room temperature was stirred for 1 hour, then concentrated to provide the desired product. Starting materials: COC=1C=C(C=CC1OC(C)=O)C#C (3-methoxy-4-acetoxyphenylacetylene), COC1=C(CS)C=C(C(=C1)OC)OC (2,4,5-trimethoxybenzyl mercaptan), [Na] (sodium). The product is COC=1C=C(\C=C/C(C2=C(C=C(C(=C2)OC)OC)OC)SC(C2=C(C=C(C(=C2)OC)OC)OC)\C=C/C2=CC(=C(C=C2)OC(C)=O)OC)C=CC1OC(C)=O ((Z)-3-methoxy-4-acetoxystyryl-2,4,5-trimethoxybenzylsulfide). RXN SMILES: [CH3:1][O:2][C:3]1[CH:4]=[C:5]([C:13]#[CH:14])[CH:6]=[CH:7][C:8]=1[O:9][C:10](=[O:12])[CH3:11].[CH3:15][O:16][C:17]1[CH:24]=[C:23]([O:25][CH3:26])[C:22]([O:27][CH3:28])=[CH:21][C:18]=1[CH2:19][SH:20].[Na]>>[CH3:1][O:2][C:3]1[CH:4]=[C:5]([CH:6]=[CH:7][C:8]=1[O:9][C:10](=[O:12])[CH3:11])/[CH:13]=[CH:14]\[CH:19]([S:20][CH:19](/[CH:14]=[CH:13]\[C:5]1[CH:6]=[CH:7][C:8]([O:9][C:10](=[O:12])[CH3:11])=[C:3]([O:2][CH3:1])[CH:4]=1)[C:18]1[CH:21]=[C:22]([O:27][CH3:28])[C:23]([O:25][CH3:26])=[CH:24][C:17]=1[O:16][CH3:15])[C:18]1[CH:21]=[C:22]([O:27][CH3:28])[C:23]([O:25][CH3:26])=[CH:24][C:17]=1[O:16][CH3:15] |^1:28|. Reported procedure: A solution of 3-methoxy-4-acetoxyphenylacetylene (0.02 mol), 2,4,5-trimethoxybenzyl mercaptan (0.02 mol) and metallic sodium (0.02 g atom) is subjected to General Procedure 2 to form (Z)-3-methoxy-4-acetoxystyryl-2,4,5-trimethoxybenzylsulfide. The title compound is obtained following oxidation of the sulfide, according to General Procedure 2. Reactants: ClCCC1=C2N(C3=CC=C(C=C13)[N+](=O)[O-])C(=NC(=C2C)C)C2CCCCC2 (5-(2-chloroethyl)-1-cyclohexyl-3,4-dimethyl-7-nitropyrimido[1,6-a]indole), ClCCC1=C2N(C3=CC=CC(=C13)C(F)(F)F)C(=NC(=C2C)C)C2CCCCC2 (5-(2-chloroethyl)-1-cyclohexyl-3,4-dimethyl-6-trifluoromethylpyrimido[1,6-a]indole). Product: ClC=1C=C2C(=C3N(C2=CC1)C(=NC(=C3C)C)C3CCCCC3)CCCl (7-chloro-5-(2-chloroethyl)-1-cyclohexyl-3,4-dimethylpyrimido[1,6-a]indole). Reaction SMILES: [Cl:1][CH2:2][CH2:3][C:4]1[C:12]2[C:7](=[CH:8][CH:9]=[C:10]([N+]([O-])=O)[CH:11]=2)[N:6]2[C:16]([CH:22]3[CH2:27][CH2:26][CH2:25][CH2:24][CH2:23]3)=[N:17][C:18]([CH3:21])=[C:19]([CH3:20])[C:5]=12.[Cl:28]CCC1C2C(=CC=CC=2C(F)(F)F)N2C(C3CCCCC3)=NC(C)=C(C)C=12>>[Cl:28][C:10]1[CH:11]=[C:12]2[C:7](=[CH:8][CH:9]=1)[N:6]1[C:16]([CH:22]3[CH2:23][CH2:24][CH2:25][CH2:26][CH2:27]3)=[N:17][C:18]([CH3:21])=[C:19]([CH3:20])[C:5]1=[C:4]2[CH2:3][CH2:2][Cl:1]. Procedure: 5-(2-chloroethyl)-1-cyclohexyl-3,4-dimethyl-7-nitropyrimido[1,6-a]indole and 5-(2-chloroethyl)-1-cyclohexyl-3,4-dimethyl-6-trifluoromethylpyrimido[1,6-a]indole.